From a dataset of the Open Reaction Database (ORD), a public repository of structured organic reaction records. describe an organic reaction: reactants, conditions, products, and yield Reactants: FC1=C(C=C(OCC=2SC3=C(N2)C=CC=C3)C=C1)[N+](=O)[O-] (2-((4-fluoro-3-nitrophenoxy)methyl)benzo[d]thiazole), Cl.BrC1=CC=C(CN)C=C1 (4-bromobenzylamine hydrochloride), CCN(C(C)C)C(C)C (DIPEA). Solvent: C(C)#N (acetonitrile). Conditions: temperature 0 celsius. Product: S1C(=NC2=C1C=CC=C2)COC2=CC(=C(NCC1=CC=C(C=C1)Br)C=C2)[N+](=O)[O-] (4-(Benzo[d]thiazol-2-ylmethoxy)-N-(4-bromobenzyl)-2-nitroaniline). RXN SMILES: F[C:2]1[CH:18]=[CH:17][C:5]([O:6][CH2:7][C:8]2[S:9][C:10]3[CH:16]=[CH:15][CH:14]=[CH:13][C:11]=3[N:12]=2)=[CH:4][C:3]=1[N+:19]([O-:21])=[O:20].Cl.[Br:23][C:24]1[CH:31]=[CH:30][C:27]([CH2:28][NH2:29])=[CH:26][CH:25]=1.CCN(C(C)C)C(C)C>C(#N)C>[S:9]1[C:10]2[CH:16]=[CH:15][CH:14]=[CH:13][C:11]=2[N:12]=[C:8]1[CH2:7][O:6][C:5]1[CH:17]=[CH:18][C:2]([NH:29][CH2:28][C:27]2[CH:30]=[CH:31][C:24]([Br:23])=[CH:25][CH:26]=2)=[C:3]([N+:19]([O-:21])=[O:20])[CH:4]=1 |f:1.2|. Procedure details: A solution of 2-((4-fluoro-3-nitrophenoxy)methyl)benzo[d]thiazole (1.9 g, 6.4 mmol), 4-bromobenzylamine hydrochloride (2.1 g, 9.6 mmol), DIPEA (5.5 mL, 31.9 mmol) and acetonitrile (10 mL) was added to a sealed tube and heated to reflux for 16 h. The reaction was cooled to 0° C. and solid product precipitated. Solids were collected by vacuum filtration, washed with cold acetonitrile (10 mL) and dried in vacuum oven at 60° C. This material was used without purification. MS (ESI): mass calcd. for C...